This data is from the Open Reaction Database (ORD), a public repository of structured organic reaction records. The task is: describe an organic reaction: reactants, conditions, products, and yield Starting materials: [BH4-].[Na+] (sodium borohydride), O1CCCC1 (tetrahydrofuran), C(C1=CC=CC=C1)OC(=O)NC1(CCN(CC1)C(=O)OC(C)(C)C)C(=O)O (4-(((benzyloxy)carbonyl)amino)-1-(tert-butoxycarbonyl)piperidine-4-carboxylic acid), C(OCC)(=O)Cl (ethyl chlorocarbonate). Reaction conditions: temperature -15 celsius, time 1 hour. The product is C(C1=CC=CC=C1)OC(=O)NC1(CCN(CC1)C(=O)OC(C)(C)C)CO (tert-butyl 4-(((benzyloxy)carbonyl)amino)-4-(hydroxymethyl)piperidine-1-carboxylate). Reaction SMILES: O1CCCC1.[CH2:6]([O:13][C:14]([NH:16][C:17]1([C:30](O)=[O:31])[CH2:22][CH2:21][N:20]([C:23]([O:25][C:26]([CH3:29])([CH3:28])[CH3:27])=[O:24])[CH2:19][CH2:18]1)=[O:15])[C:7]1[CH:12]=[CH:11][CH:10]=[CH:9][CH:8]=1.C(Cl)(=O)OCC.[BH4-].[Na+]>O.C(OCC)(=O)C.C(N(CC)CC)C>[CH2:6]([O:13][C:14]([NH:16][C:17]1([CH2:30][OH:31])[CH2:18][CH2:19][N:20]([C:23]([O:25][C:26]([CH3:27])([CH3:28])[CH3:29])=[O:24])[CH2:21][CH2:22]1)=[O:15])[C:7]1[CH:8]=[CH:9][CH:10]=[CH:11][CH:12]=1 |f:3.4|. Procedure details: To 20 mL of a tetrahydrofuran suspension containing 1.0 g of 4-(((benzyloxy)carbonyl)amino)-1-(tert-butoxycarbonyl)piperidine-4-carboxylic acid, 0.41 mL of triethylamine was added at room temperature, then the mixture cooled to −15° C., and thereto was added dropwise 0.28 mL of ethyl chlorocarbonate. The reaction mixture was stirred at 5 to 10° C. for 1 hour. Thereto were added 0.11 g of sodium borohydride and 3 mL of water, and the mixture was stirred at room temperature for 1 hour, and stood s... Solvent: O (water), O (water), C(C)(=O)OCC (ethyl acetate), C(C)N(CC)CC (triethylamine). Starting materials: BrC1=C(C=CC=C1OC)NC(C(F)(F)F)=O (N-(2-bromo-3-methoxyphenyl)-2,2,2-trifluoroacetamide), COC=1C=CC(=CC1)P2(=S)SP(=S)(S2)C=3C=CC(=CC3)OC (Lawesson's reagent). The solvent is O1CCOCC1 (1,4-dioxane). The product is BrC1=C(C=CC=C1OC)NC(C(F)(F)F)=S (N-(2-bromo-3-methoxyphenyl)-2,2,2-trifluoroethanethioamide). RXN SMILES: [Br:1][C:2]1[C:7]([O:8][CH3:9])=[CH:6][CH:5]=[CH:4][C:3]=1[NH:10][C:11](=O)[C:12]([F:15])([F:14])[F:13].COC1C=CC(P2(SP(C3C=CC(OC)=CC=3)(=S)S2)=[S:26])=CC=1>O1CCOCC1>[Br:1][C:2]1[C:7]([O:8][CH3:9])=[CH:6][CH:5]=[CH:4][C:3]=1[NH:10][C:11](=[S:26])[C:12]([F:15])([F:14])[F:13]. Reported procedure: A solution of N-(2-bromo-3-methoxyphenyl)-2,2,2-trifluoroacetamide (C24) (776 mg, 2.6 mmol) and Lawesson's reagent (1.07 g, 2.6 mmol) in 1,4-dioxane (13 mL) was heated to 135° C. overnight. The mixture was cooled to room temperature, filtered, and concentrated in vacuo. Purification via silica get chromatography (Gradient: 0% to 20% ethyl acetate in heptanes) afforded the title compound as an oil. Yield: 839 mg, 2.60 mmol, quantitative. LCMS m/z 314.0 (M+1). 1H NMR (400 MHz, CDCl3) δ 3.95 (s, 3H... The reactants are CCN(CC)CCS(=N)(=O)c1nsnc1-n1ccnc1, ClCCl, O=C(Cl)OCc1ccccc1. Yields the product CCN(CC)CCS(=O)(=NC(=O)OCc1ccccc1)c1nsnc1-n1ccnc1. Reaction SMILES: [CH2:1]([CH3:2])[N:3]([CH2:4][CH2:5][S:6](=[O:7])(=[NH:8])[c:9]1[n:10][s:11][n:12][c:13]1-[n:14]1[cH:15][n:16][cH:17][cH:18]1)[CH2:19][CH3:20].[CH2:32]([Cl:33])[Cl:34].[Cl:21][C:22](=[O:23])[O:24][CH2:25][c:26]1[cH:27][cH:28][cH:29][cH:30][cH:31]1>>[CH2:1]([CH3:2])[N:3]([CH2:4][CH2:5][S:6](=[O:7])(=[N:8][C:22](=[O:23])[O:24][CH2:25][c:26]1[cH:27][cH:28][cH:29][cH:30][cH:31]1)[c:9]1[n:10][s:11][n:12][c:13]1-[n:14]1[cH:15][n:16][cH:17][cH:18]1)[CH2:19][CH3:20]. The reactants are ClC=1C=CC(=C(C1)S(=O)(=O)OC=1C=C(OCCCONC(=N)N)C=C(C1)C)OC (3-[3-(5-chloro-2-methoxyphenylsulfonyloxy)-5-methylphenoxy]propoxyguanidine), C(C)OCC (diethyl ether), Cl (HCl), solution. The solvent is CC(C)O (2-propanol), C(C)O (ethanol). Yields the product Cl.ClC=1C=CC(=C(C1)S(=O)(=O)OC=1C=C(OCCCONC(=N)N)C=C(C1)C)OC (3-[3-(5-Chloro-2-methoxyphenylsulfonyloxy)-5-methylphenoxy]propoxyguanidine Hydrochloride). Yield: 201.1%. RXN SMILES: [Cl:1][C:2]1[CH:3]=[CH:4][C:5]([O:28][CH3:29])=[C:6]([S:8]([O:11][C:12]2[CH:13]=[C:14]([CH:24]=[C:25]([CH3:27])[CH:26]=2)[O:15][CH2:16][CH2:17][CH2:18][O:19][NH:20][C:21]([NH2:23])=[NH:22])(=[O:10])=[O:9])[CH:7]=1.C(OCC)C.Cl>CC(O)C.C(O)C>[ClH:1].[Cl:1][C:2]1[CH:3]=[CH:4][C:5]([O:28][CH3:29])=[C:6]([S:8]([O:11][C:12]2[CH:13]=[C:14]([CH:24]=[C:25]([CH3:27])[CH:26]=2)[O:15][CH2:16][CH2:17][CH2:18][O:19][NH:20][C:21]([NH2:23])=[NH:22])(=[O:9])=[O:10])[CH:7]=1 |f:5.6|. Reported procedure: The hydrochloride salt of the title compound was made by adding a solution of the free base, 3-[3-(5-chloro-2-methoxyphenylsulfonyloxy)-5-methylphenoxy]propoxyguanidine, (261 mg, 0.59 mmol) in 2-propanol (6 mL) to diethyl ether (100 mL) containing HCl in ethanol (1.1 mL of a 1.1 M solution, 1.2 mmol). Solvent was removed in vacuo to give the title compound (285 mg) as a colorless oil. 1H-NMR (300 MHz, DMSO-d6) (7.86 (dd, 1H, J=9.0, 2.7 Hz), 7.65 (d, 1H, J=2.7 Hz), 7.44 (d, 1H, J=9.0 Hz), 6.74 (b... Reactants: Nc1cc(Br)ccn1, COc1ncccc1B(O)O, [Na+], [Na+], O=C([O-])[O-], CN(C)C=O. Yields the product COc1ncccc1-c1ccnc(N)c1. As a reaction SMILES: [Br:1][c:2]1[cH:3][c:4]([NH2:8])[n:5][cH:6][cH:7]1.[CH3:9][O:10][c:11]1[n:12][cH:13][cH:14][cH:15][c:16]1[B:17]([OH:18])[OH:19].[Na+:20].[Na+:21].[O-:22][C:23](=[O:24])[O-:25].[O:26]=[CH:27][N:28]([CH3:29])[CH3:30]>>[c:2]1(-[c:16]2[c:11]([O:10][CH3:9])[n:12][cH:13][cH:14][cH:15]2)[cH:3][c:4]([NH2:8])[n:5][cH:6][cH:7]1. The reactants are C(=O)=O (carbon dioxide), N1CCCCC1 (piperidine), C1(=CC=C(C=C1)C=O)C (p-tolualdehyde), C(CC(=O)O)(=O)O (malonic acid). The solvent is N1=CC=CC=C1 (pyridine). The product is C(=O)C1=CC=C(C=CC(=O)O)C=C1 (p-formylcinnamic acid). The yield is 78.0%. Reaction SMILES: N1CCCCC1.[C:7]1([CH3:15])[CH:12]=[CH:11][C:10]([CH:13]=[O:14])=[CH:9][CH:8]=1.C(O)(=O)[CH2:17][C:18]([OH:20])=[O:19].C(=O)=O>N1C=CC=CC=1>[CH:13]([C:10]1[CH:11]=[CH:12][C:7]([CH:15]=[CH:17][C:18]([OH:20])=[O:19])=[CH:8][CH:9]=1)=[O:14]. Procedure: A drop of piperidine was added to a mixture of 13.4 g of p-tolualdehyde, 5 g of malonic acid and 50 ml of pyridine. The mixture was heated to reflux until evolution of carbon dioxide was discontinued. The reaction mixture was concentrated under reduced pressure and, 200 ml of water and 12 g of hydrogen sodium carbonate were added thereto. The mixture was washed with ethyl acetate and made acidic with conc. hydrochloric acid. The precipitated crystals were taken out by filtration, thoroughly wash...